This data is from the Open Reaction Database (ORD), a public repository of structured organic reaction records. The task is: describe an organic reaction: reactants, conditions, products, and yield The reactants are C(C)(=O)OCC (Ethyl acetate), ClC1=CC(=C(N)C(=C1)I)F (4-chloro-2-fluoro-6-iodoaniline), ClC1=C(C=CC=C1)C#C (1-chloro-2-ethynyl-benzene), solid. Solvent: CCCCCCC (heptane). Yields the product ClC1=CC(=C(C(=C1)F)N)C#CC1=C(C=CC=C1)Cl (4-Chloro-2-(2-chloro-phenylethynyl)-6-fluoro-phenylamine). RXN SMILES: [Cl:1][C:2]1[CH:8]=[C:7](I)[C:5]([NH2:6])=[C:4]([F:10])[CH:3]=1.[Cl:11][C:12]1[CH:17]=[CH:16][CH:15]=[CH:14][C:13]=1[C:18]#[CH:19].C(OCC)(=O)C>CCCCCCC>[Cl:1][C:2]1[CH:3]=[C:4]([F:10])[C:5]([NH2:6])=[C:7]([C:19]#[C:18][C:13]2[CH:14]=[CH:15][CH:16]=[CH:17][C:12]=2[Cl:11])[CH:8]=1. Procedure: The title compound was prepared in analogy to example 10 step A from 4-chloro-2-fluoro-6-iodoaniline (500 mg, 1.84 mmol) and 1-chloro-2-ethynyl-benzene (302 mg, 2.21 mmol). Brown solid (1.05 g, 68%). Rf 0.3 (1:9 Ethyl acetate:heptane) as a bright blue spot under UV light. Starting materials: C(=O)(O)CCCN([C@@H](C(C)C)C(=O)N[C@@H](C(C)C)C(=O)N(C)[C@H]([C@@H](CC(=O)N1[C@@H](CCC1)[C@@H]([C@H](C(N[C@@H](CC1=CC=CC=C1)C=1OC(=NN1)C1=CC=CC=C1)=O)C)OC)OC)[C@H](CC)C)C (N-(3-carboxypropyl)-N-methyl-L-valyl-N-[(3R,4S,5S)-3-methoxy-1-{(2S)-2-[(1R,2R)-1-methoxy-2-methyl-3-oxo-3-{[(1S)-2-phenyl-1-(5-phenyl-1,3,4-oxadiazol-2-yl)ethyl]amino}propyl]pyrrolidin-1-yl}-5-methyl-1-oxoheptan-4-yl]-N-methyl-L-valinamide), Cl.O=C1N(C(C=C1)=O)CCCCCC(=O)NN (6-(2,5-dioxo-2,5-dihydro-1H-pyrrol-1-yl)hexanehydrazide hydrochloride), Intermediate 157. Yields the product O=C1N(C(C=C1)=O)CCCCCC(=O)NNC(CCCN([C@@H](C(C)C)C(=O)N[C@@H](C(C)C)C(=O)N(C)[C@H]([C@@H](CC(=O)N1[C@@H](CCC1)[C@@H]([C@H](C(N[C@@H](CC1=CC=CC=C1)C=1OC(=NN1)C1=CC=CC=C1)=O)C)OC)OC)[C@H](CC)C)C)=O (N-(4-{2-[6-(2,5-dioxo-2,5-dihydro-1H-pyrrol-1-yl)hexanoyl]hydrazino}-4-oxobutyl)-N-methyl-L-valyl-N-[(3R,4S,5S)-3-methoxy-1-{(2S)-2-[(1R,2R)-1-methoxy-2-methyl-3-oxo-3-{[(1S)-2-phenyl-1-(5-phenyl-1,3,4-oxadiazol-2-yl)ethyl]amino}propyl]pyrrolidin-1-yl}-5-methyl-1-oxoheptan-4-yl]-N-methyl-L-valinamide). As a reaction SMILES: [C:1]([CH2:4][CH2:5][CH2:6][N:7]([CH3:66])[C@H:8]([C:12]([NH:14][C@H:15]([C:19]([N:21]([C@@H:23]([C@@H:62]([CH3:65])[CH2:63][CH3:64])[C@H:24]([O:60][CH3:61])[CH2:25][C:26]([N:28]1[CH2:32][CH2:31][CH2:30][C@H:29]1[C@H:33]([O:58][CH3:59])[C@@H:34]([CH3:57])[C:35](=[O:56])[NH:36][C@H:37]([C:45]1[O:46][C:47]([C:50]2[CH:55]=[CH:54][CH:53]=[CH:52][CH:51]=2)=[N:48][N:49]=1)[CH2:38][C:39]1[CH:44]=[CH:43][CH:42]=[CH:41][CH:40]=1)=[O:27])[CH3:22])=[O:20])[CH:16]([CH3:18])[CH3:17])=[O:13])[CH:9]([CH3:11])[CH3:10])(O)=[O:2].Cl.[O:68]=[C:69]1[CH:73]=[CH:72][C:71](=[O:74])[N:70]1[CH2:75][CH2:76][CH2:77][CH2:78][CH2:79][C:80]([NH:82][NH2:83])=[O:81]>>[O:74]=[C:71]1[CH:72]=[CH:73][C:69](=[O:68])[N:70]1[CH2:75][CH2:76][CH2:77][CH2:78][CH2:79][C:80]([NH:82][NH:83][C:1](=[O:2])[CH2:4][CH2:5][CH2:6][N:7]([CH3:66])[C@H:8]([C:12]([NH:14][C@H:15]([C:19]([N:21]([C@@H:23]([C@@H:62]([CH3:65])[CH2:63][CH3:64])[C@H:24]([O:60][CH3:61])[CH2:25][C:26]([N:28]1[CH2:32][CH2:31][CH2:30][C@H:29]1[C@H:33]([O:58][CH3:59])[C@@H:34]([CH3:57])[C:35](=[O:56])[NH:36][C@H:37]([C:45]1[O:46][C:47]([C:50]2[CH:55]=[CH:54][CH:53]=[CH:52][CH:51]=2)=[N:48][N:49]=1)[CH2:38][C:39]1[CH:40]=[CH:41][CH:42]=[CH:43][CH:44]=1)=[O:27])[CH3:22])=[O:20])[CH:16]([CH3:17])[CH3:18])=[O:13])[CH:9]([CH3:11])[CH3:10])=[O:81] |f:1.2|. Reported procedure: 7.4 mg (8.1 mmol) of N-(3-carboxypropyl)-N-methyl-L-valyl-N-[(3R,4S,5S)-3-methoxy-1-{(2S)-2-[(1R,2R)-1-methoxy-2-methyl-3-oxo-3-{[(1S)-2-phenyl-1-(5-phenyl-1,3,4-oxadiazol-2-yl)ethyl]amino}propyl]pyrrolidin-1-yl}-5-methyl-1-oxoheptan-4-yl]-N-methyl-L-valinamide and 6.3 mg (24.2 mmol) of 6-(2,5-dioxo-2,5-dihydro-1H-pyrrol-1-yl)hexanehydrazide hydrochloride were coupled and worked up in analogy to Intermediate 157. 1.6 mg (13% of theory) of the title compound were obtained as a solid. Reactants: ClCCl (dichloromethane), Cl (HCl), C1(=CC=CC=C1)S(=O)(=O)C1=C(C=2C3=C(N(C2C=C1)C)CC1CCC3N1)C(=O)OC(C)(C)C (tert-butyl 2-phenylsulfonyl-5-methyl-5,6,7,8,9,10-hexahydro-7,10-epiminocyclohepta[b]indole-carboxylate). Run in C(C)OCC (diethylether), CO (methanol), C(C)OCC (diethylether). Reaction conditions: time 12 hour. The product is Cl.C1(=CC=CC=C1)S(=O)(=O)C=1C=C2C3=C(N(C2=CC1)C)CC1CCC3N1 (2-phenylsulfonyl-5-methyl-5,6,7,8,9,10-hexahydro-7,10-epiminocyclohepta[b]indole hydrochloride). Isolated yield 86.0%. As a reaction SMILES: [C:1]1([S:7]([C:10]2[CH:18]=[CH:17][C:16]3[N:15]([CH3:19])[C:14]4[CH2:20][CH:21]5[NH:25][CH:24]([C:13]=4[C:12]=3[C:11]=2C(OC(C)(C)C)=O)[CH2:23][CH2:22]5)(=[O:9])=[O:8])[CH:6]=[CH:5][CH:4]=[CH:3][CH:2]=1.[Cl:33]CCl.Cl>CO.C(OCC)C>[ClH:33].[C:1]1([S:7]([C:10]2[CH:11]=[C:12]3[C:16](=[CH:17][CH:18]=2)[N:15]([CH3:19])[C:14]2[CH2:20][CH:21]4[NH:25][CH:24]([C:13]3=2)[CH2:23][CH2:22]4)(=[O:8])=[O:9])[CH:2]=[CH:3][CH:4]=[CH:5][CH:6]=1 |f:5.6|. Procedure: The product from step C (1.22 g, 2.7 mmol) was dissolved in methanol (7 mL) and dichloromethane (5 mL) and 2N HCl in diethylether (70 mL) was added. The reaction was stirred at room temperature for 12 h, after which a precipitate formed. The mixture was diluted with diethylether and filtered providing 2-phenylsulfonyl-5-methyl-5,6,7,8,9,10-hexahydro-7,10-epiminocyclohepta[b]indole hydrochloride (900 mg, 86%) as an off-white solid: Mpt 238-244° C. (dec.); 1H NMR (300 MHz, d6-DMSO) δ 9.69 (brs, 1H... RXN SMILES: [C:1]1(=[O:2])[N:5]([CH2:6][CH2:7][CH2:8][CH2:9][CH2:10][CH2:11][O:12][c:13]2[c:14]([C:15](=[O:16])[NH:17][c:18]3[cH:19][cH:20][c:21]([C:22](=[O:23])[N:24]4[CH2:25][CH2:26][CH2:27][CH2:28][c:29]5[c:30]4[cH:31][cH:32][cH:33][cH:34]5)[cH:35][cH:36]3)[cH:37][cH:38][cH:39][cH:40]2)[C:3](=[O:4])[c:41]2[cH:42][cH:43][cH:44][cH:45][c:46]21.[CH3:50][CH2:51][OH:52].[NH2:48][NH2:49].[OH2:47]>>[NH2:5][CH2:6][CH2:7][CH2:8][CH2:9][CH2:10][CH2:11][O:12][c:13]1[c:14]([C:15](=[O:16])[NH:17][c:18]2[cH:19][cH:20][c:21]([C:22](=[O:23])[N:24]3[CH2:25][CH2:26][CH2:27][CH2:28][c:29]4[c:30]3[cH:31][cH:32][cH:33][cH:34]4)[cH:35][cH:36]2)[cH:37][cH:38][cH:39][cH:40]1. The reactants are O=C(Nc1ccc(C(=O)N2CCCCc3ccccc32)cc1)c1ccccc1OCCCCCCN1C(=O)c2ccccc2C1=O, CCO, NN, O. The product is NCCCCCCOc1ccccc1C(=O)Nc1ccc(C(=O)N2CCCCc3ccccc32)cc1. Reactants: ClC1=C(C2=C(CCN(CC2)C(C(F)(F)F)=O)C=C1)OS(=O)(=O)C(F)(F)F (7-chloro-3-(2,2,2-trifluoroacetyl)-6-trifluoromethanesulfonyloxy-2,3,4,5-tetrahydro-1H-benzo[d]azepine), CC(CCOC1=CC=C(CN)C=C1)(C)C (4-(3,3-dimethylbutoxy)-benzylamine). Yields the product ClC1=C(C2=C(CCN(CC2)C(C(F)(F)F)=O)C=C1)NCC1=CC=C(C=C1)OCCC(C)(C)C (7-chloro-6-[4-(3,3-dimethylbutoxy)-benzylamino]-3-(2,2,2-trifluoroacetyl)-2,3,4,5-tetrahydro-1H-benzo[d]azepine). Reaction SMILES: [Cl:1][C:2]1[CH:18]=[CH:17][C:5]2[CH2:6][CH2:7][N:8]([C:11](=[O:16])[C:12]([F:15])([F:14])[F:13])[CH2:9][CH2:10][C:4]=2[C:3]=1OS(C(F)(F)F)(=O)=O.[CH3:27][C:28]([CH3:41])([CH3:40])[CH2:29][CH2:30][O:31][C:32]1[CH:39]=[CH:38][C:35]([CH2:36][NH2:37])=[CH:34][CH:33]=1>>[Cl:1][C:2]1[CH:18]=[CH:17][C:5]2[CH2:6][CH2:7][N:8]([C:11](=[O:16])[C:12]([F:15])([F:14])[F:13])[CH2:9][CH2:10][C:4]=2[C:3]=1[NH:37][CH2:36][C:35]1[CH:38]=[CH:39][C:32]([O:31][CH2:30][CH2:29][C:28]([CH3:41])([CH3:40])[CH3:27])=[CH:33][CH:34]=1. Procedure: Use a method similar to the General Procedure 5-3 to couple 7-chloro-3-(2,2,2-trifluoroacetyl)-6-trifluoromethanesulfonyloxy-2,3,4,5-tetrahydro-1H-benzo[d]azepine (426 mg, 1.0 mmol) and 4-(3,3-dimethylbutoxy)-benzylamine (325 mg, 1.5 mmol). Purify by chromatography on silica gel eluting with hexane/EtOAc (1:0 and 9:1) and then SCX chromatography to obtain 7-chloro-6-[4-(3,3-dimethylbutoxy)-benzylamino]-3-(2,2,2-trifluoroacetyl)-2,3,4,5-tetrahydro-1H-benzo[d]azepine. MS (ES+) m/z: 483 (M+H)+.